From a dataset of the Open Reaction Database (ORD), a public repository of structured organic reaction records. describe an organic reaction: reactants, conditions, products, and yield The reactants are S1C(=CC=C1)C(=O)Cl (thiophene carboxylic acid chloride), [C-]#N.[Na+] (sodium cyanide). Solvent: C(Cl)Cl (methylene chloride). Yields the product S1C(=CC=C1)C(=O)C#N (thiophene carboxylic acid cyanide). As a reaction SMILES: [S:1]1[CH:5]=[CH:4][CH:3]=[C:2]1[C:6](Cl)=[O:7].[C-:9]#[N:10].[Na+]>C(Cl)Cl>[S:1]1[CH:5]=[CH:4][CH:3]=[C:2]1[C:6]([C:9]#[N:10])=[O:7] |f:1.2|. Procedure details: A process for preparing thienylglyoxamide which comprises reacting thiophene carboxylic acid chloride with aqueous sodium cyanide in methylene chloride solvent and in the presence of a phase transfer catalyst to form thiophene carboxylic acid cyanide and reacting said thiophene carboxylic acid cyanide with concentrated hydrochloric acid at a temperature and for a time sufficient to form thienylglyoxamide. Reactants: C(C)OC(=O)C=1C=NC(=NC1)C1=CC=C(C=C1)C1=CC=C(C=C1)CCCCCC (2-(4'-n-hexyl-4-biphenylyl)-pyrimidine-5-carboxylic acid ethyl ester), [OH-].[Na+] (sodium hydroxide). Solvent: C(C)O (ethanol). Product: C(CCCCC)C1=CC=C(C=C1)C1=CC=C(C=C1)C1=NC=C(C=N1)C(=O)O (2-(4'-n-hexyl-4-biphenylyl)-pyrimidine-5-carboxylic acid). Reaction SMILES: C([O:3][C:4]([C:6]1[CH:7]=[N:8][C:9]([C:12]2[CH:17]=[CH:16][C:15]([C:18]3[CH:23]=[CH:22][C:21]([CH2:24][CH2:25][CH2:26][CH2:27][CH2:28][CH3:29])=[CH:20][CH:19]=3)=[CH:14][CH:13]=2)=[N:10][CH:11]=1)=[O:5])C.[OH-].[Na+]>C(O)C>[CH2:24]([C:21]1[CH:22]=[CH:23][C:18]([C:15]2[CH:16]=[CH:17][C:12]([C:9]3[N:10]=[CH:11][C:6]([C:4]([OH:5])=[O:3])=[CH:7][N:8]=3)=[CH:13][CH:14]=2)=[CH:19][CH:20]=1)[CH2:25][CH2:26][CH2:27][CH2:28][CH3:29] |f:1.2|. Reported procedure: 5.12 g. of 2-(4'-n-hexyl-4-biphenylyl)-pyrimidine-5-carboxylic acid ethyl ester are boiled under reflux for 3 hours with 150 ml. of ethanol and 6.1 g. of sodium hydroxide in 45 ml. of water and the reaction mixture is evaporated in vacuo. 50 ml. of water and 100 ml. of 20% strength hydrochloric acid are added to the residue. Filtering, washing with water and drying gives 2-(4'-n-hexyl-4-biphenylyl)-pyrimidine-5-carboxylic acid, which can be converted into the acid chloride by boiling for 2 hours... Starting materials: NCC(C)(C)N (1,2-diamino-2-methylpropane), OC1(CCCC1)C#N (1-hydroxycyclopentane-1-carbonitrile), O (water). Product: CC1(CNC2(CCCC2)C(N1)=O)C (8,8-Dimethyl-6,9-diaza-spiro[4.5]decan-10-one). Yield: 90.0%. RXN SMILES: [NH2:1][CH2:2][C:3](N)([CH3:5])[CH3:4].O[C:8]1([C:13]#[N:14])[CH2:12][CH2:11][CH2:10][CH2:9]1.[OH2:15]>>[CH3:4][C:3]1([CH3:5])[NH:14][C:13](=[O:15])[C:8]2([CH2:12][CH2:11][CH2:10][CH2:9]2)[NH:1][CH2:2]1. Procedure details: To a solution of 6.1 ml of 1,2-diamino-2-methylpropane in 17 ml water 5.7 ml of 1-hydroxycyclopentane-1-carbonitrile was slowly added. The reaction was kept at reflux for 48 h, and the cooled to r.t. The precipitated product was isolated by suction and washed with water. From the filtrate additional solid could be obtained. The combined solids were freeze-dried and 9.32 g (90%) of the title compound were obtained, which could be used in the next step without further purification. Starting materials: Br, CC(=O)OC1OC(C)C(NC(=O)C(F)(F)F)C(OC(C)=O)C1F, CC(=O)O. Yields the product CC(=O)OC1C(F)C(Br)OC(C)C1NC(=O)C(F)(F)F. As a reaction SMILES: [BrH:24].[C:1]([O:2][CH:5]1[CH:6]([F:23])[CH:7]([O:8][C:9]([CH3:10])=[O:11])[CH:12]([NH:16][C:17]([C:18]([F:19])([F:20])[F:21])=[O:22])[CH:13]([CH3:15])[O:14]1)(=[O:3])[CH3:4].[CH3:25][C:26](=[O:27])[OH:28]>>[CH:5]1([Br:24])[CH:6]([F:23])[CH:7]([O:8][C:9]([CH3:10])=[O:11])[CH:12]([NH:16][C:17]([C:18]([F:19])([F:20])[F:21])=[O:22])[CH:13]([CH3:15])[O:14]1.